From a dataset of the Open Reaction Database (ORD), a public repository of structured organic reaction records. describe an organic reaction: reactants, conditions, products, and yield Reactants: CCOC(=O)c1sc(SC)c(C#N)c1-c1ccc(I)cc1, C1COCCN1, Cc1ccccc1, O=C(C=Cc1ccccc1)C=Cc1ccccc1, O=C(C=Cc1ccccc1)C=Cc1ccccc1, O=C(C=Cc1ccccc1)C=Cc1ccccc1, [Pd], [Pd]. The product is CCOC(=O)c1sc(SC)c(C#N)c1-c1ccc(N2CCOCC2)cc1. RXN SMILES: [CH2:1]([CH3:2])[O:3][C:4](=[O:5])[c:6]1[s:7][c:8]([S:20][CH3:21])[c:9]([C:18]#[N:19])[c:10]1-[c:11]1[cH:12][cH:13][c:14]([I:17])[cH:15][cH:16]1.[CH2:22]1[CH2:23][O:24][CH2:25][CH2:26][NH:27]1.[CH3:28][c:29]1[cH:30][cH:31][cH:32][cH:33][cH:34]1.[O:37]=[C:38]([CH:39]=[CH:40][c:41]1[cH:42][cH:43][cH:44][cH:45][cH:46]1)[CH:47]=[CH:48][c:49]1[cH:50][cH:51][cH:52][cH:53][cH:54]1.[O:55]=[C:56]([CH:57]=[CH:58][c:59]1[cH:60][cH:61][cH:62][cH:63][cH:64]1)[CH:65]=[CH:66][c:67]1[cH:68][cH:69][cH:70][cH:71][cH:72]1.[O:73]=[C:74]([CH:75]=[CH:76][c:77]1[cH:78][cH:79][cH:80][cH:81][cH:82]1)[CH:83]=[CH:84][c:85]1[cH:86][cH:87][cH:88][cH:89][cH:90]1.[Pd:35].[Pd:36]>>[CH2:1]([CH3:2])[O:3][C:4](=[O:5])[c:6]1[s:7][c:8]([S:20][CH3:21])[c:9]([C:18]#[N:19])[c:10]1-[c:11]1[cH:12][cH:13][c:14]([N:27]2[CH2:22][CH2:23][O:24][CH2:25][CH2:26]2)[cH:15][cH:16]1.